This data is from the Open Reaction Database (ORD), a public repository of structured organic reaction records. The task is: describe an organic reaction: reactants, conditions, products, and yield The reactants are [H-].[Na+] (sodium hydride), BrCCCCCCCCCCCC (1-bromododecane), [H-].[Na+] (NaH), N1C(CCCCC1)=O (azacycloheptan-2-one). Product: C(CCCCCCCCCCC)N1C(CCCCC1)=O (1-n-Dodecylazacycloheptan-2-One). Isolated yield 80.4%. Reaction SMILES: [H-].[Na+].[NH:3]1[CH2:9][CH2:8][CH2:7][CH2:6][CH2:5][C:4]1=[O:10].Br[CH2:12][CH2:13][CH2:14][CH2:15][CH2:16][CH2:17][CH2:18][CH2:19][CH2:20][CH2:21][CH2:22][CH3:23]>>[CH2:23]([N:3]1[CH2:9][CH2:8][CH2:7][CH2:6][CH2:5][C:4]1=[O:10])[CH2:22][CH2:21][CH2:20][CH2:19][CH2:18][CH2:17][CH2:16][CH2:15][CH2:14][CH2:13][CH3:12] |f:0.1|. Procedure: Following example 10, 15.3 g of 50% sodium hydride-mineral oil dispersion (7.65 g NaH, 0.319 M), 30 g (0.266 M) of azacycloheptan-2-one and 66.1 g (0.265 M) of 1-bromododecane on 20 hr. reflux gave 60 g (80%) of colorless product; b.p. 175°-180°/0.3 mm.